Dataset: the Open Reaction Database (ORD), a public repository of structured organic reaction records. Task: describe an organic reaction: reactants, conditions, products, and yield Reactants: [BH4-].[Na+] (sodium borohydride), C(C1=CC=CC=C1)(=O)C1=CC=C(C=C1)C1=C(C#N)C(=CN=C1)Cl (3-(4-benzoylphenyl)-5-chloroisonicotinonitrile). Solvent: ClCCl (dichloromethane), CO (methanol). Conditions: time 30 minute. Product: ClC1=C(C#N)C(=CN=C1)C1=CC=C(C=C1)C(C1=CC=CC=C1)O (3-chloro-5-(4-(hydroxy(phenyl)methyl)phenyl)isonicotinonitrile). Isolated yield 85.9%. As a reaction SMILES: [BH4-].[Na+].[C:3]([C:11]1[CH:16]=[CH:15][C:14]([C:17]2[CH:24]=[N:23][CH:22]=[C:21]([Cl:25])[C:18]=2[C:19]#[N:20])=[CH:13][CH:12]=1)(=[O:10])[C:4]1[CH:9]=[CH:8][CH:7]=[CH:6][CH:5]=1>ClCCl.CO>[Cl:25][C:21]1[CH:22]=[N:23][CH:24]=[C:17]([C:14]2[CH:13]=[CH:12][C:11]([CH:3]([OH:10])[C:4]3[CH:5]=[CH:6][CH:7]=[CH:8][CH:9]=3)=[CH:16][CH:15]=2)[C:18]=1[C:19]#[N:20] |f:0.1|. Procedure: Granular sodium borohydride (225 mg, 5.94 mmol) was added to a solution of 3-(4-benzoylphenyl)-5-chloroisonicotinonitrile (473 mg, 1.187 mmol, 80% pure) in dichloromethane (10 mL) and methanol (10 mL). After 30 min at room temperature, the mixture was quenched with saturated ammonium chloride (30 mL). The organic solvents were evaporated in vacuo. The aqueous residue was extracted with ethyl acetate (2×40 mL). The combined extracts were washed with brine (5 mL), dried (MgSO4) and concentrated. S... The reactants are [Br-], C1CCOC1, N#Cc1ccc(N2C3CCC2CC(=O)C3)c2ccccc12, [Mg+]CCC1OCCCO1. Product: N#Cc1ccc(N2C3CCC2CC(O)(CCC2OCCCO2)C3)c2ccccc12. Reaction SMILES: [Br-:1].[CH2:32]1[O:33][CH2:34][CH2:35][CH2:36]1.[O:11]=[C:12]1[CH2:13][CH:14]2[CH2:15][CH2:16][CH:17]([CH2:18]1)[N:19]2[c:20]1[cH:21][cH:22][c:23]([C:30]#[N:31])[c:24]2[cH:25][cH:26][cH:27][cH:28][c:29]12.[O:2]1[CH:3]([CH2:8][CH2:9][Mg+:10])[O:4][CH2:5][CH2:6][CH2:7]1>>[O:2]1[CH:3]([CH2:8][CH2:9][C:12]2([OH:11])[CH2:13][CH:14]3[CH2:15][CH2:16][CH:17]([CH2:18]2)[N:19]3[c:20]2[cH:21][cH:22][c:23]([C:30]#[N:31])[c:24]3[cH:25][cH:26][cH:27][cH:28][c:29]23)[O:4][CH2:5][CH2:6][CH2:7]1.